From a dataset of the Open Reaction Database (ORD), a public repository of structured organic reaction records. describe an organic reaction: reactants, conditions, products, and yield Reactants: C(#N)C1=C(C=C(C=C1)C)N(S(=O)(=O)C)C (N-(2-cyano-5-methyl-phenyl)-N-methyl-methanesulphonamide), N (ammonia). Reagents/catalysts: [Ni] (Raney nickel). The solvent is CO (MeOH), CCO (EtOH). Run at time 16 hour. The product is NCC1=C(C=C(C=C1)C)N(S(=O)(=O)C)C (N-(2-aminomethyl-5-methyl-phenyl)-N-methyl-methane-sulphonamide). As a reaction SMILES: [C:1]([C:3]1[CH:8]=[CH:7][C:6]([CH3:9])=[CH:5][C:4]=1[N:10]([CH3:15])[S:11]([CH3:14])(=[O:13])=[O:12])#[N:2].N>CO.[Ni].CCO>[NH2:2][CH2:1][C:3]1[CH:8]=[CH:7][C:6]([CH3:9])=[CH:5][C:4]=1[N:10]([CH3:15])[S:11]([CH3:14])(=[O:13])=[O:12]. Procedure: N-(2-cyano-5-methyl-phenyl)-N-methyl-methanesulphonamide (B-1a) (10.0 g, 44.6 mmol) is dissolved in 60 mL MeOH and 20 mL methanolic ammonia (7 M) in a hydrogenating autoclave and combined with Raney nickel in EtOH (1 g). The reaction mixture is then hydrogenated at 3 bar H2 and 80° C. for 16 h. After the reaction has ended the reaction mixture is filtered and the filtrate is mixed with ethanolic HCl (4.5 mL, 10 M). The precipitate formed is filtered off and the solid B-2a (HPLC-MS: tRet.=1.03 mi... Reactants: FC(COC=1C=C(C=CC1C(F)(F)F)C1=NC=2N(C(=C1)C(F)(F)F)N=CC2C(=O)O)(F)F (5-[3-(2,2,2-trifluoro-ethoxy)-4-trifluoromethyl-phenyl]-7-trifluoromethyl-pyrazolo[1,5-a]pyrimidine-3-carboxylic acid), ONC(=N)C=1SC(=CC1)S(N)(=O)=O (N-hydroxy-5-sulfamoyl-thiophene-2-carboxamidine). Procedure: The title compound was prepared from 5-[3-(2,2,2-trifluoro-ethoxy)-4-trifluoromethyl-phenyl]-7-trifluoromethyl-pyrazolo[1,5-a]pyrimidine-3-carboxylic acid (example C. 10) (237 mg, 0.5 mmol) and N-hydroxy-5-sulfamoyl-thiophene-2-carboxamidine (example B.2) (166 mg, 0.75 mmol) according to general procedure II. Obtained after purification by flash chromatography (ethyl acetate/hexane) and crystallization (dichloromethane) as a yellow solid (220 mg, 67%). MS (ISP) 659.3 [(M+H)+]; mp 255° C. The product is FC(COC=1C=C(C=CC1C(F)(F)F)C1=NC=2N(C(=C1)C(F)(F)F)N=CC2C2=NC(=NO2)C2=CC=C(S2)S(=O)(=O)N)(F)F (5-(5-{5-[3-(2,2,2-Trifluoro-ethoxy)-4-trifluoromethyl-phenyl]-7-trifluoromethyl-pyrazolo[1,5-a]pyrimidin-3-yl}-[1,2,4]oxadiazol-3-yl)-thiophene-2-sulfonic Acid Amide). As a reaction SMILES: [F:1][C:2]([F:32])([F:31])[CH2:3][O:4][C:5]1[CH:6]=[C:7]([C:15]2[CH:20]=[C:19]([C:21]([F:24])([F:23])[F:22])[N:18]3[N:25]=[CH:26][C:27]([C:28](O)=O)=[C:17]3[N:16]=2)[CH:8]=[CH:9][C:10]=1[C:11]([F:14])([F:13])[F:12].[OH:33][NH:34][C:35]([C:37]1[S:38][C:39]([S:42](=[O:45])(=[O:44])[NH2:43])=[CH:40][CH:41]=1)=[NH:36]>>[F:32][C:2]([F:1])([F:31])[CH2:3][O:4][C:5]1[CH:6]=[C:7]([C:15]2[CH:20]=[C:19]([C:21]([F:22])([F:23])[F:24])[N:18]3[N:25]=[CH:26][C:27]([C:28]4[O:33][N:34]=[C:35]([C:37]5[S:38][C:39]([S:42]([NH2:43])(=[O:45])=[O:44])=[CH:40][CH:41]=5)[N:36]=4)=[C:17]3[N:16]=2)[CH:8]=[CH:9][C:10]=1[C:11]([F:12])([F:13])[F:14].